describe an organic reaction: reactants, conditions, products, and yield From a dataset of the Open Reaction Database (ORD), a public repository of structured organic reaction records. Starting materials: ClC1=NC=NC=2N=CNC12, [Zn].O=S(O)C(C)C. The reagents and catalysts are O=C(O)C(F)(F)F, OOC(C)(C)C. The solvent is O, ClCCCl. Conditions: temperature 50 celsius, time 18 hour. Yields the product FC(F)C=1N=C(Cl)C=2NC(=NC2N1)C(C)C. Isolated yield 23.0%.